This data is from the Open Reaction Database (ORD), a public repository of structured organic reaction records. The task is: describe an organic reaction: reactants, conditions, products, and yield Yields the product C(C=1C(O)=CC(O)=CC1)(=O)[O-].[Bi+3].C(C=1C(O)=CC(O)=CC1)(=O)[O-].C(C=1C(O)=CC(O)=CC1)(=O)[O-] (bismuth β-resorcylate). Reported procedure: A hydroalcoholic mixture consisting of 600 ml of distilled water and 600 ml of ethanol is made up in the same reactor as in Example 1 and then 46.24 g of β-resorcylic acid, that is 0.3 moles are introduced into it. The mixture is heated to 50° C. with stirring. The acid dissolves completely. 69.9 g of bismuth oxide, that is 0.3 gram-atoms of bismuth, are then introduced, as according to Example 1. The suspension is heated to 80° C. and kept stirred at this temperature for approximately 5 hours, ... Run in C(C)O (ethanol). The reactants are O (water), [Bi] (bismuth), C(C=1C(O)=CC(O)=CC1)(=O)O (β-resorcylic acid), [Bi]=O (bismuth oxide). Run at temperature 50 celsius. Reaction SMILES: O.[C:2]([OH:12])(=[O:11])[C:3]1[C:4](=[CH:6][C:7](=[CH:9][CH:10]=1)[OH:8])[OH:5].[Bi]=O.[Bi:15]>C(O)C>[C:2]([O-:12])(=[O:11])[C:3]1[C:4](=[CH:6][C:7](=[CH:9][CH:10]=1)[OH:8])[OH:5].[Bi+3:15].[C:2]([O-:12])(=[O:11])[C:3]1[C:4](=[CH:6][C:7](=[CH:9][CH:10]=1)[OH:8])[OH:5].[C:2]([O-:12])(=[O:11])[C:3]1[C:4](=[CH:6][C:7](=[CH:9][CH:10]=1)[OH:8])[OH:5] |f:5.6.7.8,^1:12|. Reactants: ClC=1C2=C(N=CN1)OC(=C2C2=CC=CC=C2)C2=CC=CC=C2 (4-Chloro-5,6-diphenylfuro[2,3-d]pyrimidine), NCCC1=CC=C(N)C=C1 (4-(2-aminoethyl)aniline). The solvent is C(CCC)O (n-butanol). The product is NC1=CC=C(CCNC=2C3=C(N=CN2)OC(=C3C3=CC=CC=C3)C3=CC=CC=C3)C=C1 (N-(4-aminophenethyl)-5,6-diphenylfuro[2,3-d]pyrimidin-4-amine). The yield is 73.6%. As a reaction SMILES: Cl[C:2]1[C:3]2[C:10]([C:11]3[CH:16]=[CH:15][CH:14]=[CH:13][CH:12]=3)=[C:9]([C:17]3[CH:22]=[CH:21][CH:20]=[CH:19][CH:18]=3)[O:8][C:4]=2[N:5]=[CH:6][N:7]=1.[NH2:23][CH2:24][CH2:25][C:26]1[CH:32]=[CH:31][C:29]([NH2:30])=[CH:28][CH:27]=1>C(O)CCC>[NH2:30][C:29]1[CH:31]=[CH:32][C:26]([CH2:25][CH2:24][NH:23][C:2]2[C:3]3[C:10]([C:11]4[CH:16]=[CH:15][CH:14]=[CH:13][CH:12]=4)=[C:9]([C:17]4[CH:22]=[CH:21][CH:20]=[CH:19][CH:18]=4)[O:8][C:4]=3[N:5]=[CH:6][N:7]=2)=[CH:27][CH:28]=1. Procedure details: 4-Chloro-5,6-diphenylfuro[2,3-d]pyrimidine (0.200 g) and 4-(2-aminoethyl)aniline (0.107 g) in n-butanol (5 mL) were heated at 80° C. for 16 h. The reaction mixture was concentrated and the residue was partitioned between water and ethyl acetate. The organic layer was concentrated and the crude compound was purified by silica gel column chromatography using a mixture of dichloromethane:methanol (40:1), to give N-(4-aminophenethyl)-5,6-diphenylfuro[2,3-d]pyrimidin-4-amine (0.195 g, 74%). Reactants: [H-].[Na+] (sodium hydride), [Cl-].[NH4+] (ammonium chloride), C(COCCO)O (diethylene glycol), BrC1=CC(=C(CBr)C=C1)Cl (4-bromo-2-chlorobenzyl bromide). Run in CN(C=O)C (dimethylformamide). The product is BrC1=CC(=C(C=C1)COCCOCCOCC1=C(C=C(C=C1)Br)Cl)Cl (1,9-bis(4-bromo-2-chlorophenyl)-2,5,8-trioxanonane). As a reaction SMILES: [H-].[Na+].[CH2:3]([OH:9])[CH2:4][O:5][CH2:6][CH2:7][OH:8].[Br:10][C:11]1[CH:18]=[CH:17][C:14]([CH2:15]Br)=[C:13]([Cl:19])[CH:12]=1.[Cl-:20].[NH4+]>CN(C)C=O>[Br:10][C:11]1[CH:18]=[CH:17][C:14]([CH2:15][O:9][CH2:3][CH2:4][O:5][CH2:6][CH2:7][O:8][CH2:15][C:14]2[CH:17]=[CH:18][C:11]([Br:10])=[CH:12][C:13]=2[Cl:20])=[C:13]([Cl:19])[CH:12]=1 |f:0.1,4.5|. Procedure details: To a solution of 472 mg (11.8 mmol) of sodium hydride contained at 60% in mineral oil in dry dimethylformamide (50 ml) was added 500 mg (4.71 mmol) of diethylene glycol in an atmosphere of argon, and the mixture was allowed to react at 40°-50° C. for 30 min. Then, 2.96 g (10.4 mmol) of 4-bromo-2-chlorobenzyl bromide was added, and the mixture was reacted at room temperature for 16 hours. To the reaction solution at 0° C. was added a saturated aqueous solution of ammonium chloride followed by ext... As a reaction SMILES: [C:1]1([C:7]2[C:8]3[S:14][C:13]([C:15]([OH:17])=[O:16])=[CH:12][C:9]=3[NH:10][CH:11]=2)[CH2:6][CH2:5][CH2:4][CH2:3][CH:2]=1.[H][H]>CO.CCOC(C)=O.[OH-].[OH-].[Pd+2]>[CH:1]1([C:7]2[C:8]3[S:14][C:13]([C:15]([OH:17])=[O:16])=[CH:12][C:9]=3[NH:10][CH:11]=2)[CH2:2][CH2:3][CH2:4][CH2:5][CH2:6]1 |f:2.3,4.5.6|. Product: C1(CCCCC1)C=1C2=C(NC1)C=C(S2)C(=O)O (6-cyclohexyl-4H-thieno[3,2-b]pyrrole-2-carboxylic acid). Reported procedure: A solution (0.1 M) of 6-cyclohex-1-en-1-yl-4H-thieno[3,2-b]pyrrole-2-carboxylic acid in MeOH/AcOEt (2:1) was treated with 20% Pd(OH)2/C (10% wt.). The resulting suspension was stirred for 18 h under 45 psi of hydrogen then purged with nitrogen and filtered. The filtrate was concentrated to afford the title compound (98%) as a solid. Isolated yield 98.0%. Run in CO.CCOC(=O)C (MeOH AcOEt). The reactants are C1(=CCCCC1)C=1C2=C(NC1)C=C(S2)C(=O)O (6-cyclohex-1-en-1-yl-4H-thieno[3,2-b]pyrrole-2-carboxylic acid), [H][H] (hydrogen). The reagents and catalysts are [OH-].[OH-].[Pd+2] (Pd(OH)2/C). Reactants: BrC1=CC(=C(C=C1)C1=CC(=C(C=C1)CCC1(N=C(OC1)C)COP(=O)(C(C)(C)C)C(C)(C)C)Cl)F (4-[2-(4′-bromo-3-chloro-2′-fluorobiphenyl-4-yl)ethyl]-4-di(tert-butyl)phosphoryloxymethyl-2-methyl-2-oxazoline), CC1=CC=C(C=C1)S (4-methylbenzenethiol), C(C)(C)N(CC)C(C)C (diisopropylethylamine), C1(=CC=CC=C1)P(C1=CC=CC=2C(C3=CC=CC(=C3OC12)P(C1=CC=CC=C1)C1=CC=CC=C1)(C)C)C1=CC=CC=C1 (4,5-bis(diphenylphosphino)-9,9-dimethylxanthene), CC1(C2=C(C(=CC=C2)P(C3=CC=CC=C3)C4=CC=CC=C4)OC5=C(C=CC=C51)P(C6=CC=CC=C6)C7=CC=CC=C7)C (Xantphos). The reagents and catalysts are C1=CC=C(C=C1)/C=C/C(=O)/C=C/C2=CC=CC=C2.C1=CC=C(C=C1)/C=C/C(=O)/C=C/C2=CC=CC=C2.C1=CC=C(C=C1)/C=C/C(=O)/C=C/C2=CC=CC=C2.C(Cl)(Cl)Cl.[Pd].[Pd] (tris(dibenzylideneacetone)dipalladium(0) chloroform adduct), C1=CC=C(C=C1)/C=C/C(=O)/C=C/C2=CC=CC=C2.C1=CC=C(C=C1)/C=C/C(=O)/C=C/C2=CC=CC=C2.C1=CC=C(C=C1)/C=C/C(=O)/C=C/C2=CC=CC=C2.C(Cl)(Cl)Cl.[Pd].[Pd] (Tris(dibenzylideneacetone)dipalladium(0) chloroform adduct). The solvent is O (Water), O1CCOCC1 (1,4-dioxane). The product is ClC=1C=C(C=CC1CCC1(N=C(OC1)C)COP(=O)(C(C)(C)C)C(C)(C)C)C1=C(C=C(C=C1)SC1=CC=C(C=C1)C)F (4-{2-[3-chloro-2′-fluoro-4′-(4-methylphenylthio)biphenyl-4-yl]ethyl]-4-di(tert-butyl)phosphoryloxymethyl-2-methyl-2-oxazoline). Isolated yield 31.8%. As a reaction SMILES: Br[C:2]1[CH:7]=[CH:6][C:5]([C:8]2[CH:13]=[CH:12][C:11]([CH2:14][CH2:15][C:16]3([CH2:22][O:23][P:24]([C:30]([CH3:33])([CH3:32])[CH3:31])([C:26]([CH3:29])([CH3:28])[CH3:27])=[O:25])[CH2:20][O:19][C:18]([CH3:21])=[N:17]3)=[C:10]([Cl:34])[CH:9]=2)=[C:4]([F:35])[CH:3]=1.[CH3:36][C:37]1[CH:42]=[CH:41][C:40]([SH:43])=[CH:39][CH:38]=1.C(N(C(C)C)CC)(C)C.C1(P(C2C=CC=CC=2)C2C3OC4C(=CC=CC=4P(C4C=CC=CC=4)C4C=CC=CC=4)C(C)(C)C=3C=CC=2)C=CC=CC=1>O1CCOCC1.C1C=CC(/C=C/C(/C=C/C2C=CC=CC=2)=O)=CC=1.C1C=CC(/C=C/C(/C=C/C2C=CC=CC=2)=O)=CC=1.C1C=CC(/C=C/C(/C=C/C2C=CC=CC=2)=O)=CC=1.C(Cl)(Cl)Cl.[Pd].[Pd].O>[Cl:34][C:10]1[CH:9]=[C:8]([C:5]2[CH:6]=[CH:7][C:2]([S:43][C:40]3[CH:41]=[CH:42][C:37]([CH3:36])=[CH:38][CH:39]=3)=[CH:3][C:4]=2[F:35])[CH:13]=[CH:12][C:11]=1[CH2:14][CH2:15][C:16]1([CH2:22][O:23][P:24]([C:30]([CH3:33])([CH3:32])[CH3:31])([C:26]([CH3:29])([CH3:28])[CH3:27])=[O:25])[CH2:20][O:19][C:18]([CH3:21])=[N:17]1 |f:5.6.7.8.9.10|. Reported procedure: A solution of 4-[2-(4′-bromo-3-chloro-2′-fluorobiphenyl-4-yl)ethyl]-4-di(tert-butyl)phosphoryloxymethyl-2-methyl-2-oxazoline (0.41 g), 4-methylbenzenethiol (87 mg), diisopropylethylamine (180 mg), tris(dibenzylideneacetone)dipalladium(0) chloroform adduct (18.1 mg) and 4,5-bis(diphenylphosphino)-9,9-dimethylxanthene (Xantphos) (20.9 mg) in 1,4-dioxane (3 mL) was heated under reflux for 8 hr under a nitrogen atmosphere. Tris(dibenzylideneacetone)dipalladium(0) chloroform adduct (18.1 mg) and Xant... Reaction SMILES: C([NH:5][C:6]1[S:7][CH2:8][C:9]2([N:30]=1)[C:22]1[CH:21]=[C:20]([Cl:23])[CH:19]=[CH:18][C:17]=1[O:16][C:15]1[C:10]2=[CH:11][C:12]([C:24]2[CH:25]=[N:26][CH:27]=[N:28][CH:29]=2)=[CH:13][CH:14]=1)(C)(C)C.C(O)(C(F)(F)F)=O.[OH-].[Na+]>>[Cl:23][C:20]1[CH:19]=[CH:18][C:17]2[O:16][C:15]3[C:10](=[CH:11][C:12]([C:24]4[CH:25]=[N:26][CH:27]=[N:28][CH:29]=4)=[CH:13][CH:14]=3)[C:9]3([CH2:8][S:7][C:6]([NH2:5])=[N:30]3)[C:22]=2[CH:21]=1 |f:2.3|. Procedure: A vial was charged with rac-N-tert-butyl-2′-chloro-7′-(5-pyrimidinyl)spiro[1,3-thiazole-4,9′-xanthen]-2-amine (63.0 mg, 144 μmol) and TFA (1111 μl, 14418 μmol) resulting in a dark orange mixture. The vial was capped and placed in a 150° C. oil bath for 2 d. The reaction mixture cooled to RT, poured into 6N NaOH (aq.), and extracted with DCM (3×). The combined organic extracts were dried over sodium sulfate, filtered, and evaporated. The residue was purified by chromatography on a 12-g Redi-Sep c... Product: ClC1=CC=2C3(C4=CC(=CC=C4OC2C=C1)C=1C=NC=NC1)N=C(SC3)N (racemic-2′-chloro-7′-(5-pyrimidinyl)spiro[1,3-thiazole-4,9′-xanthen]-2-amine). Reactants: C(C)(C)(C)NC=1SCC2(C3=CC(=CC=C3OC=3C=CC(=CC23)Cl)C=2C=NC=NC2)N1 (rac-N-tert-butyl-2′-chloro-7′-(5-pyrimidinyl)spiro[1,3-thiazole-4,9′-xanthen]-2-amine), C(=O)(C(F)(F)F)O (TFA), [OH-].[Na+] (NaOH). The reactants are C(C1=CC=CC=C1)=NN=C1N(CC(N1)=O)CC(=O)OC (2-benzylidenehydrazono-1-methoxycarbonylmethylimidazolidin-4-one), [H-].[Na+] (sodium hydride), ClCC(=O)OCC (ethyl chloroacetate). Solvent: CN(C=O)C (DMF), CN(C=O)C (dimethylformamide), O (water), C(Cl)(Cl)Cl (chloroform), O (water), C(Cl)(Cl)Cl (chloroform). Reaction conditions: temperature 30 celsius, time 1 hour. The product is C(C1=CC=CC=C1)=NN=C1N(CC(N1CC(=O)OCC)=O)CC(=O)OC (2-benzylidenehydrazono-3-ethoxycarbonylmethyl-1-methoxycarbonylmethylimidazolidin-4-one). The yield is 44.4%. As a reaction SMILES: [H-].[Na+].[CH:3](=[N:10][N:11]=[C:12]1[NH:16][C:15](=[O:17])[CH2:14][N:13]1[CH2:18][C:19]([O:21][CH3:22])=[O:20])[C:4]1[CH:9]=[CH:8][CH:7]=[CH:6][CH:5]=1.Cl[CH2:24][C:25]([O:27][CH2:28][CH3:29])=[O:26]>CN(C)C=O.C(Cl)(Cl)Cl.O>[CH:3](=[N:10][N:11]=[C:12]1[N:16]([CH2:24][C:25]([O:27][CH2:28][CH3:29])=[O:26])[C:15](=[O:17])[CH2:14][N:13]1[CH2:18][C:19]([O:21][CH3:22])=[O:20])[C:4]1[CH:9]=[CH:8][CH:7]=[CH:6][CH:5]=1 |f:0.1|. Procedure details: In 20 ml of dimethylformamide (DMF) was suspended 96 mg of 60% sodium hydride under ice-cooling, 5 ml of a DMF solution of 548 mg of 2-benzylidenehydrazono-1-methoxycarbonylmethylimidazolidin-4-one was gradually added to the suspension. After stirring the mixture for one hour at 30° C., 254 mg of ethyl chloroacetate was gradually added dropwise thereto, followed by stirring for one hour at 80° C. After cooling the reaction mixture, water and chloroform was added thereto to distribute the mixture...